This data is from the Open Reaction Database (ORD), a public repository of structured organic reaction records. The task is: describe an organic reaction: reactants, conditions, products, and yield Reactants: C(C(=O)C)(=O)[O-].[Na+] (Sodium pyruvate), C(C(=O)C)(=O)[O-] (pyruvate), O=C(O)CN(C)C(N)=N (creatine), C(C(=O)C)(=O)NCC(=O)O (Pyruvyl-glycine), O=C(O)CN(C)C(N)=N (creatine), C(C(=O)C)(=O)[O-] (Pyruvate), C(C(=O)C)(=O)[O-].[K+] (potassium pyruvate), C(C(=O)C)(=O)[O-].[Ca+2].C(C(=O)C)(=O)[O-] (calcium pyruvate), C(C(=O)C)(=O)[O-].[Mg+2].C(C(=O)C)(=O)[O-] (magnesium pyruvate), C(C(=O)C)(=O)O (Pyruvic acid), C(C(=O)C)(=O)[O-] (pyruvate), C(C(=O)C)(=O)C(C(=O)O)N(C)C(N)=N (pyruvyl-creatine), pyruvamides, O=C(O)CN(C)C(N)=N (creatine), sugars, [Na] (sodium), alcohol, O=C(O)CN(C)C(N)=N (Creatine), [Na] (sodium), pyruvyl-amino, C(C(=O)C)(=O)O (Pyruvic acid), C(C(=O)C)(=O)O (pyruvic acid). Run in O (water), O (water), C(C)(=O)O (acetic acid). Yields the product O=C(O)CN(C)C(N)=N (Creatine), O=C(O)CNC(N)=N (glycocyamine). Reaction SMILES: [C:1]([OH:6])(=[O:5])[C:2](C)=O.C([O-])(=O)C(C)=O.[Mg+2].C([O-])(=O)C(C)=O.C([O-])(=O)C(C)=O.[K+].C([O-])(=O)C(C)=O.[Ca+2].C([O-])(=O)C(C)=O.C([O-])(=O)C(C)=O.[Na+].[Na].C([O-])(=O)C(C)=O.C(NCC(O)=O)(=O)C(C)=O.C([CH:69]([N:73]([C:75](=[NH:77])[NH2:76])C)C(O)=O)(=O)C(C)=O.O=C(C[N:82]([C:84](=[NH:86])[NH2:85])C)O>O.C(O)(=O)C>[O:5]=[C:1]([CH2:2][N:73]([C:75](=[NH:76])[NH2:77])[CH3:69])[OH:6].[O:5]=[C:1]([CH2:2][NH:85][C:84](=[NH:82])[NH2:86])[OH:6] |f:1.2.3,4.5,6.7.8,9.10,^1:46|. Procedure: Pyruvic acid is a colorless liquid with an odor resembling that of acetic acid and has a melting point of 13° C. Pyruvic acid is an intermediate in the breakdown of sugars to alcohol by yeast. The mineral salts of pyruvic acid, such as magnesium pyruvate, potassium pyruvate or calcium pyruvate or mixtures thereof are useful in the present invention. Sodium pyruvate is not especially preferred as it is known that sodium is associated with various negative medical conditions such as high blood pre... The reactants are BrC=1C=C(C=NC1)N1C2CN3CC(CC(C1)C3)C2 (4-(5-Bromopyridin-3-yl)-1,4-diazatricyclo[4.3.1.13,8]undecane), C(C)(=O)C1=CC=C(S1)B(O)O (5-acetylthiophen-2-ylboronic acid). Yields the product N12CC3N(CC(CC(C1)C3)C2)C=2C=C(C=NC2)C2=CC=C(S2)C(C)=O (1-{5-[5-(1,4-diazatricyclo[4.3.1.13,8]undec-4-yl)pyridin-3-yl]thien-2-yl}ethanone). As a reaction SMILES: Br[C:2]1[CH:3]=[C:4]([N:8]2[CH2:16][CH:15]3[CH2:17][N:11]4[CH2:12][CH:13]([CH2:18][CH:9]2[CH2:10]4)[CH2:14]3)[CH:5]=[N:6][CH:7]=1.[C:19]([C:22]1[S:26][C:25](B(O)O)=[CH:24][CH:23]=1)(=[O:21])[CH3:20]>>[N:11]12[CH2:17][CH:15]3[CH2:14][CH:13]([CH2:18][CH:9]([N:8]([C:4]4[CH:3]=[C:2]([C:25]5[S:26][C:22]([C:19](=[O:21])[CH3:20])=[CH:23][CH:24]=5)[CH:7]=[N:6][CH:5]=4)[CH2:16]3)[CH2:10]1)[CH2:12]2. Procedure details: The title compound was prepared from the product of Example 65A and 5-acetylthiophen-2-ylboronic acid according to General Method B: LC-MS Method D (ESI+) m/z 354.0 (M+H)+, retention time 1.26 minutes. RXN SMILES: [N+:1]([C:4]1[CH:17]=[CH:16][C:15]([O:18][C:19]2[CH:24]=[CH:23][C:22]([C:25]([F:28])([F:27])[F:26])=[CH:21][C:20]=2[Cl:29])=[CH:14][C:5]=1[O:6][CH2:7][P:8](=[O:13])([O:11]C)[O:9]C)([O-:3])=[O:2].O>Cl>[N+:1]([C:4]1[CH:17]=[CH:16][C:15]([O:18][C:19]2[CH:24]=[CH:23][C:22]([C:25]([F:28])([F:26])[F:27])=[CH:21][C:20]=2[Cl:29])=[CH:14][C:5]=1[O:6][CH2:7][P:8](=[O:9])([OH:13])[OH:11])([O-:3])=[O:2]. Product: [N+](=O)([O-])C1=C(OCP(O)(O)=O)C=C(C=C1)OC1=C(C=C(C=C1)C(F)(F)F)Cl (2-nitro-5-(2-chloro-4-trifluoromethylphenoxy)phenoxymethylphosphonic acid). The solvent is Cl (hydrochloric acid). Procedure details: Dimethyl 2-nitro-5-(2-chloro-4-trifluoromethylphenoxy)phenoxymethylphosphonate (1 g) in 20 ml of 6N hydrochloric acid is heated under reflux overnight. The solution is then poured into water and the mixture is extracted with methylene chloride. The combined solvent extracts are dried over magnesium sulfate and the solvent is then evaporated off to give 2-nitro-5-(2-chloro-4-trifluoromethylphenoxy)phenoxymethylphosphonic acid. Starting materials: [N+](=O)([O-])C1=C(OCP(OC)(OC)=O)C=C(C=C1)OC1=C(C=C(C=C1)C(F)(F)F)Cl (Dimethyl 2-nitro-5-(2-chloro-4-trifluoromethylphenoxy)phenoxymethylphosphonate), O (water).